describe an organic reaction: reactants, conditions, products, and yield From a dataset of the Open Reaction Database (ORD), a public repository of structured organic reaction records. Starting materials: [Al+3], ClB(Cl)Cl, CSC#N, [Cl-], [Cl-], [Cl-], ClCCCl, Cl, [Na+], [OH-], Oc1ccc2ccccc2c1. Product: N#Cc1c(O)ccc2ccccc12. Reaction SMILES: [Al+3:17].[B:1]([Cl:2])([Cl:3])[Cl:4].[CH3:23][S:24][C:25]#[N:26].[Cl-:16].[Cl-:18].[Cl-:19].[Cl:27][CH2:28][CH2:29][Cl:30].[ClH:22].[Na+:21].[OH-:20].[cH:5]1[c:6]([OH:15])[cH:7][cH:8][c:9]2[cH:10][cH:11][cH:12][cH:13][c:14]12>>[c:5]1([C:25]#[N:26])[c:6]([OH:15])[cH:7][cH:8][c:9]2[cH:10][cH:11][cH:12][cH:13][c:14]12. Solvent: C(C)#N (acetonitrile). Starting materials: ( 12 ), CC1=C(C=CC=C1S(=O)(=O)C)C1CCNCC1 (4-[2-methyl-3-(methyl-sulfonyl)phenyl]piperidine), ( 17 ), C([O-])([O-])=O.[K+].[K+] (potassium carbonate), ICC (1-iodoethane), ( 24 ). Reported procedure: Preparation according to Example 1: 4-[2-methyl-3-(methyl-sulfonyl)phenyl]piperidine (0.17 g, 0.67 mmol), acetonitrile (20 ml), potassium carbonate (0.23 g, 1.67 mmol) and 1-iodoethane (0.065 ml, 0.74 mmol). Yield: 0.12 g (64%). MS m/z (relative intensity, 70 eV) 281 (M+, 22), 267 (17), 266 (bp), 129 (12), 115 (24). Yields the product CC1=C(C=CC=C1S(=O)(=O)C)C1CCN(CC1)CC (4-[2-METHYL-3-(METHYLSULFONYL)PHENYL]-1-ETHYLPIPERIDINE). Reaction SMILES: [CH3:1][C:2]1[C:7]([S:8]([CH3:11])(=[O:10])=[O:9])=[CH:6][CH:5]=[CH:4][C:3]=1[CH:12]1[CH2:17][CH2:16][NH:15][CH2:14][CH2:13]1.C(=O)([O-])[O-].[K+].[K+].I[CH2:25][CH3:26]>C(#N)C>[CH3:1][C:2]1[C:7]([S:8]([CH3:11])(=[O:10])=[O:9])=[CH:6][CH:5]=[CH:4][C:3]=1[CH:12]1[CH2:17][CH2:16][N:15]([CH2:25][CH3:26])[CH2:14][CH2:13]1 |f:1.2.3|. Reactants: CC(CC[C@]1(C(C(=C(C2=CC=CC=C12)O)C1=NS(C2=C(N1)C=CC(=C2)NS(=O)(=O)C)(=O)=O)=O)C)(C)C (N-{3-[(4R)-4-(3,3-dimethylbutyl)-1-hydroxy-4-methyl-3-oxo-3,4-dihydronaphthalen-2-yl]-1,1-dioxido-4H-1,2,4-benzothiadiazin-7-yl}methanesulfonamide), [OH-].[Na+] (sodium hydroxide). The solvent is O (water). Conditions: temperature 25 celsius, time 1 hour. The product is CC(CC[C@]1(C(C(=C(C2=CC=CC=C12)[O-])C1=NS(C2=C(N1)C=CC(=C2)NS(=O)(=O)C)(=O)=O)=O)C)(C)C.[Na+] (Sodium (4R)-4-(3,3-dimethylbutyl)-4-methyl-2-{7-[(methylsulfonyl)amino]-1,1-dioxido-4H-1,2,4-benzothiadiazin-3-yl}-3-oxo-3,4-dihydronaphthalen-1-olate). Yield: 74.0%. As a reaction SMILES: [CH3:1][C:2]([CH3:36])([CH3:35])[CH2:3][CH2:4][C@:5]1([CH3:34])[C:14]2[C:9](=[CH:10][CH:11]=[CH:12][CH:13]=2)[C:8]([OH:15])=[C:7]([C:16]2[NH:21][C:20]3[CH:22]=[CH:23][C:24]([NH:26][S:27]([CH3:30])(=[O:29])=[O:28])=[CH:25][C:19]=3[S:18](=[O:32])(=[O:31])[N:17]=2)[C:6]1=[O:33].[OH-].[Na+:38]>O>[CH3:1][C:2]([CH3:36])([CH3:35])[CH2:3][CH2:4][C@:5]1([CH3:34])[C:14]2[C:9](=[CH:10][CH:11]=[CH:12][CH:13]=2)[C:8]([O-:15])=[C:7]([C:16]2[NH:21][C:20]3[CH:22]=[CH:23][C:24]([NH:26][S:27]([CH3:30])(=[O:29])=[O:28])=[CH:25][C:19]=3[S:18](=[O:32])(=[O:31])[N:17]=2)[C:6]1=[O:33].[Na+:38] |f:1.2,4.5|. Procedure: A suspension of the product of Example 49H in water (3 mL) was treated with 0.997N sodium hydroxide solution (0.410 mL) and stirred at 25° C. for 1 hour. The solution was lyophilized to give 209 mg (74%) of a yellow solid. 1H NMR (300 MHz, DMSO-d6): δ ppm 0.43 (m, 1H) 0.70 (s, 9H) 0.81 (m, 1H) 1.38 (s, 3H) 1.71 (m, 1H) 2.16 (m, 1H) 2.90 (s, 3H) 7.28 (m, 3H) 7.44 (m, 3H) 8.05 (d, J=7.35 Hz, 1H) 9.87 (s, 1H) 15.44 (s, 1H); MS (ESI−) m/z 530 (M−H)−. Reactants: ClCCl (dichloromethane), OC1(CCCCC1)CCN1C(SCC1=O)CCCC1=CC=C(C(=O)OC)C=C1 (methyl 4-{3-[3-[2-(1-hydroxycyclohexyl)ethyl]-4-oxo-2-thiazolidinyl]propyl}benzoate), O.NN (hydrazine hydrate). Run in CO (methanol). Yields the product OC1(CCCCC1)CCN1C(SCC1=O)CCCC1=CC=C(C(=O)NN)C=C1 (4-{3-[3-[2-(1-Hydroxycyclohexyl)ethyl]-4-oxo-2-thiazolidinyl]propyl}benzoic Acid Hydrazide). As a reaction SMILES: [OH:1][C:2]1([CH2:8][CH2:9][N:10]2[C:14](=[O:15])[CH2:13][S:12][CH:11]2[CH2:16][CH2:17][CH2:18][C:19]2[CH:28]=[CH:27][C:22]([C:23](OC)=[O:24])=[CH:21][CH:20]=2)[CH2:7][CH2:6][CH2:5][CH2:4][CH2:3]1.O.[NH2:30][NH2:31].ClCCl>CO>[OH:1][C:2]1([CH2:8][CH2:9][N:10]2[C:14](=[O:15])[CH2:13][S:12][CH:11]2[CH2:16][CH2:17][CH2:18][C:19]2[CH:28]=[CH:27][C:22]([C:23]([NH:30][NH2:31])=[O:24])=[CH:21][CH:20]=2)[CH2:7][CH2:6][CH2:5][CH2:4][CH2:3]1 |f:1.2|. Procedure details: A solution of methyl 4-{3-[3-[2-(1-hydroxycyclohexyl)ethyl]-4-oxo-2-thiazolidinyl]propyl}benzoate (4.1 g., 0.01 mole) and hydrazine hydrate (2.5 g., 0.05 mole) in methanol (25 ml.) is stored at 25° C. for 48 hours. The solvent is then removed by distillation at reduced pressure. The residue is treated with water and enough 2 N hydrochloric acid to give a neutral mixture. The title compound is isolated by extraction into dichloromethane and subsequent drying and evaporation of the extract. The reactants are CS(=O)(=O)Cl, Nc1nccc2c1nc(Sc1cc3c(cc1Br)OCO3)n2CCCO, C1COCCO1. The product is CS(=O)(=O)OCCCn1c(Sc2cc3c(cc2Br)OCO3)nc2c(N)nccc21. RXN SMILES: [CH3:26][S:27]([Cl:28])(=[O:29])=[O:30].[NH2:1][c:2]1[n:3][cH:4][cH:5][c:6]2[c:7]1[n:8][c:9]([S:15][c:16]1[cH:17][c:18]3[c:19]([cH:23][c:24]1[Br:25])[O:20][CH2:21][O:22]3)[n:10]2[CH2:11][CH2:12][CH2:13][OH:14].[O:31]1[CH2:32][CH2:33][O:34][CH2:35][CH2:36]1>>[NH2:1][c:2]1[n:3][cH:4][cH:5][c:6]2[c:7]1[n:8][c:9]([S:15][c:16]1[cH:17][c:18]3[c:19]([cH:23][c:24]1[Br:25])[O:20][CH2:21][O:22]3)[n:10]2[CH2:11][CH2:12][CH2:13][O:14][S:27]([CH3:26])(=[O:29])=[O:30]. Reactants: COC=1C=C(C=CC(=O)NC=2C(OC3=C(C2C2=C(C=CC=C2)C)C=C2C(=C3)CCC2)=O)C=CC1OC (3-(3,4-dimethoxycinnamoylamino) -4-(2-methylphenyl)-7,8-dihydrocylopenta [g] [1]benzopyran-2(6H)-one), [B] (boron), C(C)O (ethanol). Solvent: O (water), ClCCl (dichloromethane). Yields the product OC=1C=C(C=CC(=O)NC=2C(OC3=C(C2C2=C(C=CC=C2)C)C=C2C(=C3)CCC2)=O)C=CC1O (3-(3,4-dihydroxycinnamoylamino)-4-(2-methylphenyl)-7,8-dihydrocyclopenta [g] [1]benzopyran-2(6H)-one). The yield is 95.8%. As a reaction SMILES: C[O:2][C:3]1[CH:4]=[C:5]([CH:32]=[CH:33][C:34]=1[O:35]C)[CH:6]=[CH:7][C:8]([NH:10][C:11]1[C:12](=[O:31])[O:13][C:14]2[CH:27]=[C:26]3[CH2:28][CH2:29][CH2:30][C:25]3=[CH:24][C:15]=2[C:16]=1[C:17]1[CH:22]=[CH:21][CH:20]=[CH:19][C:18]=1[CH3:23])=[O:9].[B].C(O)C>ClCCl.O>[OH:2][C:3]1[CH:4]=[C:5]([CH:32]=[CH:33][C:34]=1[OH:35])[CH:6]=[CH:7][C:8]([NH:10][C:11]1[C:12](=[O:31])[O:13][C:14]2[CH:27]=[C:26]3[CH2:28][CH2:29][CH2:30][C:25]3=[CH:24][C:15]=2[C:16]=1[C:17]1[CH:22]=[CH:21][CH:20]=[CH:19][C:18]=1[CH3:23])=[O:9]. Reported procedure: To a solution of 3-(3,4-dimethoxycinnamoylamino) -4-(2-methylphenyl)-7,8-dihydrocylopenta [g] [1]benzopyran-2(6H)-one (400 mg) in dichloromethane (6 ml) was added boron tribromidedichloromethane (1:2, 1 ml) dropwise with ice-cooling and stirring. The mixture was further stirred under ice-cooling for 1 hour and, then, added gradually to ethanol (5 ml) with ice-cooling. The mixture was diluted with water and extracted with ethyl acetate, the extract was washed with water and dried (MgSO4), and the...